This data is from the Open Reaction Database (ORD), a public repository of structured organic reaction records. The task is: describe an organic reaction: reactants, conditions, products, and yield Reactants: Cl.ClC1=C(C(=CC=C1)Cl)NC(=N)N (2,6-dichlorophenylguanidine hydrochloride). Solvent: [OH-].[Na+] (sodium hydroxide). Yields the product ClC1=C(C(=CC=C1)Cl)NC(=N)N (2,6-dichlorophenylguanidine). RXN SMILES: Cl.[Cl:2][C:3]1[CH:8]=[CH:7][CH:6]=[C:5]([Cl:9])[C:4]=1[NH:10][C:11]([NH2:13])=[NH:12]>[OH-].[Na+]>[Cl:2][C:3]1[CH:8]=[CH:7][CH:6]=[C:5]([Cl:9])[C:4]=1[NH:10][C:11]([NH2:13])=[NH:12] |f:0.1,2.3|. Procedure: The free base is prepared by dissolving 2,6-dichlorophenylguanidine hydrochloride in 10% sodium hydroxide solution and extracting with ether. The ether is dried and evaporated to dryness to obtain 2,6-dichlorophenylguanidine. Starting materials: CCC(=O)OC1(C(=O)CO)C(C)CC2C3CC(F)C4=CC(=O)C=CC4(C)C34OC4CC21C, CO, O, O, O=C(O)CN(CCN(CC(=O)O)CC(=O)O)CC(=O)O. Yields the product CCC(=O)OC1(C(=O)C=O)C(C)CC2C3CC(F)C4=CC(=O)C=CC4(C)C34OC4CC21C. As a reaction SMILES: [C:1]([CH2:2][CH3:3])(=[O:4])[O:5][C:6]1([C:7]([CH2:8][OH:9])=[O:10])[CH:11]([CH3:32])[CH2:12][CH:13]2[CH:14]3[CH2:15][CH:16]([F:31])[C:17]4=[CH:18][C:19](=[O:30])[CH:20]=[CH:21][C:22]4([CH3:23])[C:24]34[CH:25]([CH2:26][C:27]12[CH3:28])[O:29]4.[CH3:54][OH:55].[O:33].[OH2:56].[OH:34][C:35]([CH2:36][N:37]([CH2:38][C:39](=[O:40])[OH:41])[CH2:42][CH2:43][N:44]([CH2:45][C:46](=[O:47])[OH:48])[CH2:49][C:50](=[O:51])[OH:52])=[O:53]>>[C:1]([CH2:2][CH3:3])(=[O:4])[O:5][C:6]1([C:7]([CH:8]=[O:9])=[O:10])[CH:11]([CH3:32])[CH2:12][CH:13]2[CH:14]3[CH2:15][CH:16]([F:31])[C:17]4=[CH:18][C:19](=[O:30])[CH:20]=[CH:21][C:22]4([CH3:23])[C:24]34[CH:25]([CH2:26][C:27]12[CH3:28])[O:29]4. Reactants: O1[C@@]23CCCO[C@@H]3CCC[C@@H]21 ((1aS,4aR,8aS)-hexahydro-1aH,6H-oxireno[e]chromene), FC1=CC=C(N)C=C1 (4-fluoroaniline), C[Al](C)C (AlMe3), C(=O)([O-])C(O)C(O)C(=O)[O-].[K+].[Na+] (sodium potassium tartrate). The solvent is C(Cl)Cl (CH2Cl2), O (water), C(Cl)Cl (CH2Cl2). Run at temperature 0 celsius, time 30 minute. The product is FC1=CC=C(C=C1)N[C@H]1[C@]2(CCCO[C@@H]2CCC1)O ((4aS,5R,8aR)-5-[(4-fluorophenyl)amino]hexahydro-2H-chromen-4a(5H)-ol). Reaction SMILES: [F:1][C:2]1[CH:8]=[CH:7][C:5]([NH2:6])=[CH:4][CH:3]=1.C[Al](C)C.[O:13]1[C@@H:23]2[C@:14]31[C@@H:19]([CH2:20][CH2:21][CH2:22]2)[O:18][CH2:17][CH2:16][CH2:15]3.C(C(C(C([O-])=O)O)O)([O-])=O.[K+].[Na+]>C(Cl)Cl.O>[F:1][C:2]1[CH:8]=[CH:7][C:5]([NH:6][C@@H:23]2[CH2:22][CH2:21][CH2:20][C@@H:19]3[C@:14]2([OH:13])[CH2:15][CH2:16][CH2:17][O:18]3)=[CH:4][CH:3]=1 |f:3.4.5|. Reported procedure: Dissolved 55 uL 4-fluoroaniline in 1.3 mL CH2Cl2 then cooled to 0° C. and added 0.21 mL AlMe3 (2.0M in toluene). Warmed to RT, stirred for 30 minutes, then added 50 mg (1aS,4aR,8aS)-hexahydro-1aH,6H-oxireno[e]chromene (7-5) in 1.0 mL CH2Cl2. Stirred for two hours at RT, then sat. sodium potassium tartrate solution was added dropwise to the reaction, allowing gas evolution to cease between drops, until no further gas evolution was noted. The mixture was diluted with water, then extracted with CH2... Starting materials: COC(=O)NC1CCCN2c3cc(Br)c(F)cc3Oc3cc(F)ccc3C12, Br, CC(=O)O, [Na+], [OH-]. Yields the product NC1CCCN2c3cc(Br)c(F)cc3Oc3cc(F)ccc3C12. Reaction SMILES: [Br:2][c:3]1[cH:4][c:5]2[c:6]([cH:26][c:27]1[F:28])[O:7][c:8]1[c:9]([cH:21][cH:22][c:23]([F:25])[cH:24]1)[CH:10]1[N:11]2[CH2:12][CH2:13][CH2:14][CH:15]1[NH:16][C:17](=[O:18])[O:19][CH3:20].[BrH:1].[CH3:31][C:32](=[O:33])[OH:34].[Na+:30].[OH-:29]>>[Br:2][c:3]1[cH:4][c:5]2[c:6]([cH:26][c:27]1[F:28])[O:7][c:8]1[c:9]([cH:21][cH:22][c:23]([F:25])[cH:24]1)[CH:10]1[N:11]2[CH2:12][CH2:13][CH2:14][CH:15]1[NH2:16]. Reactants: FC=1C(=C2C=3N(C(CO2)C)C=C(C(C3C1)=O)C(=O)O)F (9,10-difluoro-2,3-dihydro-3-methyl-7-oxo-7H-pyrido[1,2,3-de][1,4]-benzoxazine-6-carboxylic acid), Br.[N+](=O)([O-])C1=C2CNCC2=CC=C1 (4-nitroisoindoline hydrobromide), C1CCC2=NCCCN2CC1 (DBU). Run in CN(C)C=O (DMF). The product is [N+](=O)([O-])C1=C2CN(CC2=CC=C1)C=1C(=CC2=C3N(C(COC31)C)C=C(C2=O)C(=O)O)F (10-(4-nitro-2-isoindolinyl)-9-fluoro-2,3-dihydro-3-methyl- 7-oxo-7H-pyrido[1,2,3-de][1,4]-benzoxazine-6-carboxylic acid). The yield is 46.8%. As a reaction SMILES: [F:1][C:2]1[C:3](F)=[C:4]2[O:9][CH2:8][CH:7]([CH3:10])[N:6]3[CH:11]=[C:12]([C:17]([OH:19])=[O:18])[C:13](=[O:16])[C:14]([CH:15]=1)=[C:5]23.Br.[N+:22]([C:25]1[CH:33]=[CH:32][CH:31]=[C:30]2[C:26]=1[CH2:27][NH:28][CH2:29]2)([O-:24])=[O:23].C1CCN2C(=NCCC2)CC1>CN(C=O)C>[N+:22]([C:25]1[CH:33]=[CH:32][CH:31]=[C:30]2[C:26]=1[CH2:27][N:28]([C:3]1[C:2]([F:1])=[CH:15][C:14]3[C:13](=[O:16])[C:12]([C:17]([OH:19])=[O:18])=[CH:11][N:6]4[CH:7]([CH3:10])[CH2:8][O:9][C:4]=1[C:5]=34)[CH2:29]2)([O-:24])=[O:23] |f:1.2|. Reported procedure: 185 mg of 9,10-difluoro-2,3-dihydro-3-methyl-7-oxo-7H-pyrido[1,2,3-de][1,4]-benzoxazine-6-carboxylic acid, 176 mg of 4-nitroisoindoline hydrobromide, 164 mg of DBU, and 1.5 ml of anhydrous DMF were processed in the same manner as in Example 20 to produce 131 mg of the target compound.